This data is from the Open Reaction Database (ORD), a public repository of structured organic reaction records. The task is: describe an organic reaction: reactants, conditions, products, and yield Starting materials: ClC1=C(C=C(C#N)C=C1N)N (4-chloro-3,5-diaminobenzonitrile), C(C)OCC(=O)Cl (ethoxyacetyl chloride). Run in N1=CC=CC=C1 (pyridine). Reaction conditions: time 3 hour. Product: C(C)OCC(=O)NC=1C=C(C#N)C=C(C1Cl)NC(COCC)=O (3,5-bis(ethoxyacetylamino)-4-chlorobenzonitrile). As a reaction SMILES: [Cl:1][C:2]1[C:9]([NH2:10])=[CH:8][C:5]([C:6]#[N:7])=[CH:4][C:3]=1[NH2:11].[CH2:12]([O:14][CH2:15][C:16](Cl)=[O:17])[CH3:13]>N1C=CC=CC=1>[CH2:12]([O:14][CH2:15][C:16]([NH:11][C:3]1[CH:4]=[C:5]([CH:8]=[C:9]([NH:10][C:16](=[O:17])[CH2:15][O:14][CH2:12][CH3:13])[C:2]=1[Cl:1])[C:6]#[N:7])=[O:17])[CH3:13]. Procedure: To a solution of 4-chloro-3,5-diaminobenzonitrile (3.3 g) in pyridine (80 ml) is added dropwise ethoxyacetyl chloride (4.8 ml) at room temperature. The mixture is stirred at room temperature for 3 hours, and thereafter, pyridine is distilled off under reduced pressure. To the residue is added water, and the resulting solid substance is separated by filtration and washed with water. The resulting crude crystals are recrystallized from ethanol to give the title compound (4.0 g) having the followin... The reactants are BrCc1ccccc1, CCc1cccc(O)c1, CC#N, Cl, [K+], [K+], O=C([O-])[O-]. Product: CCc1cccc(O)c1OCc1ccccc1. RXN SMILES: [Br:1][CH2:2][c:3]1[cH:4][cH:5][cH:6][cH:7][cH:8]1.[CH2:9]([CH3:10])[c:11]1[cH:12][c:13]([OH:17])[cH:14][cH:15][cH:16]1.[CH3:25][C:26]#[N:27].[ClH:24].[K+:18].[K+:19].[O-:20][C:21]([O-:22])=[O:23]>>[CH2:2]([c:3]1[cH:4][cH:5][cH:6][cH:7][cH:8]1)[O:20][c:12]1[c:11]([CH2:9][CH3:10])[cH:16][cH:15][cH:14][c:13]1[OH:17]. The reactants are Stannous chloride, [N+](=O)([O-])C1=CC=C2C(N(C(NC2=C1)=O)CCCCN1CCC(=CC1)C1=CC=CC=C1)=O (7-nitro-3-[4-(4-phenyl-1,2,3,6-tetrahydropyridin-1-yl)butyl]-1,2,3,4-tetrahydroquinazoline-2,4-dione), C([O-])(O)=O.[Na+] (sodium bicarbonate). Solvent: C(C)O (ethanol). Product: ONC1=CC=C2C(N(C(NC2=C1)=O)CCCCN1CCC(=CC1)C1=CC=CC=C1)=O (7-hydroxyamino-3-[4-(4-phenyl-1,2,3,6-tetrahydropyridin-1-yl)butyl]-1,2,3,4-tetrahydroquinazoline-2,4-dione). The yield is 44.0%. As a reaction SMILES: [N+:1]([C:4]1[CH:13]=[C:12]2[C:7]([C:8](=[O:31])[N:9]([CH2:15][CH2:16][CH2:17][CH2:18][N:19]3[CH2:24][CH:23]=[C:22]([C:25]4[CH:30]=[CH:29][CH:28]=[CH:27][CH:26]=4)[CH2:21][CH2:20]3)[C:10](=[O:14])[NH:11]2)=[CH:6][CH:5]=1)([O-])=[O:2].C(=O)(O)[O-].[Na+]>C(O)C>[OH:2][NH:1][C:4]1[CH:13]=[C:12]2[C:7]([C:8](=[O:31])[N:9]([CH2:15][CH2:16][CH2:17][CH2:18][N:19]3[CH2:20][CH:21]=[C:22]([C:25]4[CH:26]=[CH:27][CH:28]=[CH:29][CH:30]=4)[CH2:23][CH2:24]3)[C:10](=[O:14])[NH:11]2)=[CH:6][CH:5]=1 |f:1.2|. Procedure: To a stirred solution of 7-nitro-3-[4-(4-phenyl-1,2,3,6-tetrahydropyridin-1-yl)butyl]-1,2,3,4-tetrahydroquinazoline-2,4-dione (0.2 g) in ethanol (10 ml) was added. Stannous chloride (0.46 g) and the mixture was refluxed for 30 minutes. After cooling, an aqueous sodium bicarbonate was added to adjust the pH to 7 and inorganic salts were filtered off through filter cell. The filter cake was washed with hot ethanol. Combined filtrate and washings were evaporated and the crude residue was washed in ... RXN SMILES: [CH3:1][O:2][C:3]([C:5]1[S:6][CH:7]=[CH:8][C:9]=1[S:10](Cl)(=[O:12])=[O:11])=[O:4].[CH2:14]([O:16][C:17](=[O:21])[CH2:18][NH:19][CH3:20])[CH3:15].O.Cl>C(Cl)(Cl)Cl>[CH3:1][O:2][C:3]([C:5]1[S:6][CH:7]=[CH:8][C:9]=1[S:10](=[O:12])(=[O:11])[N:19]([CH2:18][C:17]([O:16][CH2:14][CH3:15])=[O:21])[CH3:20])=[O:4]. The solvent is C(Cl)(Cl)Cl (chloroform). Reported procedure: 20 G. of 3-chlorosulfonylthiophene-2-carboxylic acid methyl ester are dissolved in absolute chloroform, whereupon 21 g. of sarcosine ethyl ester are added dropwise during 10 minutes. In so doing, the mixture warms up to 50° C. After 20 minutes, the mixture is cooled, shaken once each time with water, 0.5 -N hydrochloric acid and a sodium bicarbonate solution, dried and evaporated. The remaining oil is brought to crystallization with ethanol. There is obtained 3-(N-carbethoxymethyl-N-methyl-sulfa... The product is COC(=O)C=1SC=CC1S(N(C)CC(=O)OCC)(=O)=O (3-(N-carbethoxymethyl-N-methyl-sulfamoyl)-thiophene-2-carboxylic acid methyl ester). The reactants are COC(=O)C=1SC=CC1S(=O)(=O)Cl (3-chlorosulfonylthiophene-2-carboxylic acid methyl ester), O (water), Cl (hydrochloric acid), C(C)OC(CNC)=O (sarcosine ethyl ester). Reaction conditions: time 20 minute. The reactants are ClC1=NC(=NC=C1)NC1CC(NC(C1)(C)C)(C)C ((4-chloro-pyrimidin-2-yl)-(2,2,6,6-tetramethyl-piperidin-4-yl)-amine), CC(C)(C(CCC=1SC=CC1)(C)C)O (2,3,3-trimethyl-5-thiophen-2-yl-pentan-2-ol). The product is CC(C)(C(CCC=1SC(=CC1)C1=NC(=NC=C1)NC1CC(NC(C1)(C)C)(C)C)(C)C)O (2,3,3-Trimethyl-5-{5-[2-(2,2,6,6-tetramethyl-piperidin-4-ylamino)-pyrimidin-4-yl]-thiophen-2-yl}-pentan-2-ol). As a reaction SMILES: Cl[C:2]1[CH:7]=[CH:6][N:5]=[C:4]([NH:8][CH:9]2[CH2:14][C:13]([CH3:16])([CH3:15])[NH:12][C:11]([CH3:18])([CH3:17])[CH2:10]2)[N:3]=1.[CH3:19][C:20]([OH:32])([C:22]([CH3:31])([CH3:30])[CH2:23][CH2:24][C:25]1[S:26][CH:27]=[CH:28][CH:29]=1)[CH3:21]>>[CH3:21][C:20]([OH:32])([C:22]([CH3:31])([CH3:30])[CH2:23][CH2:24][C:25]1[S:26][C:27]([C:2]2[CH:7]=[CH:6][N:5]=[C:4]([NH:8][CH:9]3[CH2:14][C:13]([CH3:16])([CH3:15])[NH:12][C:11]([CH3:18])([CH3:17])[CH2:10]3)[N:3]=2)=[CH:28][CH:29]=1)[CH3:19]. Procedure details: The title compound was prepared analogous to Method C, starting from (4-chloro-pyrimidin-2-yl)-(2,2,6,6-tetramethyl-piperidin-4-yl)-amine and 2,3,3-trimethyl-5-thiophen-2-yl-pentan-2-ol from Step A. The reactants are ClC1=NC2=CC=CC=C2C(=C1)Cl (2,4-dichloroquinoline), C1NCCC2=CC=CC=C12 (1,2,3,4-tetrahydroisoquinoline). The solvent is C1(=CC=CC=C1)C (toluene), C(Cl)Cl (CH2Cl2). Yields the product ClC1=CC(=NC2=CC=CC=C12)N1CC2=CC=CC=C2CC1 (4-chloro-2-(3,4-dihydro-1H-isoquinolin-2-yl)-quinoline). Isolated yield 79.7%. As a reaction SMILES: Cl[C:2]1[CH:11]=[C:10]([Cl:12])[C:9]2[C:4](=[CH:5][CH:6]=[CH:7][CH:8]=2)[N:3]=1.[CH2:13]1[C:22]2[C:17](=[CH:18][CH:19]=[CH:20][CH:21]=2)[CH2:16][CH2:15][NH:14]1>C1(C)C=CC=CC=1.C(Cl)Cl>[Cl:12][C:10]1[C:9]2[C:4](=[CH:5][CH:6]=[CH:7][CH:8]=2)[N:3]=[C:2]([N:14]2[CH2:15][CH2:16][C:17]3[C:22](=[CH:21][CH:20]=[CH:19][CH:18]=3)[CH2:13]2)[CH:11]=1. Procedure: A solution of 2,4-dichloroquinoline (0.2 g, 1 mmol) and 1,2,3,4-tetrahydroisoquinoline (0.282 ml, 2.2 mmol) in toluene (2 ml) was refluxed during 18 hours then cooled to room temperature. The reaction mixture was diluted with CH2Cl2 and quenched with a saturated solution of NaHCO3. Aqueous phase was extracted with CH2Cl2 (2×). Combined organic phases were washed with H2O, dried over NaSO4, and concentrated. The residue was chromatographed over silica gel (hexane-ethyl acetate, 97:3) to provide 4... Starting materials: CN, CC#N, Clc1nc(Cl)nc(Cl)n1, [Na+], [OH-], O. Product: CNc1nc(Cl)nc(Cl)n1. RXN SMILES: [CH3:10][NH2:11].[CH3:14][C:15]#[N:16].[Cl:1][c:2]1[n:3][c:4]([Cl:5])[n:6][c:7]([Cl:8])[n:9]1.[Na+:13].[OH-:12].[OH2:17]>>[c:2]1([NH:11][CH3:10])[n:3][c:4]([Cl:5])[n:6][c:7]([Cl:8])[n:9]1. Starting materials: ClC1=CC=C(C=C1)N=C=O (p-Chlorophenyl isocyanate), NC=1SC2=C(N1)C(=CC(=C2Cl)Cl)SC#N (2-amino-6,7-dichloro-4-thiocyanatobenzothiazole), product. Solvent: CN(C=O)C (dimethylformamide). Reaction conditions: time 5 hour. Product: ClC1=C(C2=C(N=C(S2)NC(=O)NC2=CC=C(C=C2)Cl)C(=C1)SC#N)Cl (6,7-Dichloro-2-[3-(p-chlorophenyl)ureido]-4-thiocyanatobenzothiazole). Reaction SMILES: [Cl:1][C:2]1[CH:7]=[CH:6][C:5]([N:8]=[C:9]=[O:10])=[CH:4][CH:3]=1.[NH2:11][C:12]1[S:13][C:14]2[C:20]([Cl:21])=[C:19]([Cl:22])[CH:18]=[C:17]([S:23][C:24]#[N:25])[C:15]=2[N:16]=1>CN(C)C=O>[Cl:22][C:19]1[CH:18]=[C:17]([S:23][C:24]#[N:25])[C:15]2[N:16]=[C:12]([NH:11][C:9]([NH:8][C:5]3[CH:6]=[CH:7][C:2]([Cl:1])=[CH:3][CH:4]=3)=[O:10])[S:13][C:14]=2[C:20]=1[Cl:21]. Procedure: p-Chlorophenyl isocyanate (15.3 g., 0.10 mole) was added in portions to a solution of 27.6 g. (0.10 mole) of 2-amino-6,7-dichloro-4-thiocyanatobenzothiazole in 300 ml. of dimethylformamide. The solution was heated at 120° with stirring for 5 hours and then cooled at 0° overnight. The solid was collected by filtration to give 22 g. (51%) of product. Recrystallization from ethanol gave an analytical sample, m.p. 238°-239° . Starting materials: CC(C)(C)OC(=O)/N=N/C(=O)OC(C)(C)C (di-tert-butylazodicarboxylate), Cl (hydrogen chloride), OCCNCC(=O)NC1=NC=CC=C1 (2-(2-hydroxyethylamino)-N-pyridin-2-yl-acetamide), C(CCC)P(CCCC)CCCC (Tributyl phosphine). The solvent is CO.N (MeOH NH3), C1CCOC1 (THF), C(C)OCC (diethylether), C1CCOC1 (THF). Reaction conditions: temperature 40 celsius. Product: N1=C(C=CC=C1)N1C(CNCC1)=O (1-(Pyridin-2-yl)piperazin-2-one). Isolated yield 64.9%. RXN SMILES: O[CH2:2][CH2:3][NH:4][CH2:5][C:6]([NH:8][C:9]1[CH:14]=[CH:13][CH:12]=[CH:11][N:10]=1)=[O:7].C(P(CCCC)CCCC)CCC.CC(OC(/N=N/C(OC(C)(C)C)=O)=O)(C)C.Cl>C1COCC1.C(OCC)C.CO.N>[N:10]1[CH:11]=[CH:12][CH:13]=[CH:14][C:9]=1[N:8]1[CH2:2][CH2:3][NH:4][CH2:5][C:6]1=[O:7] |f:6.7|. Procedure details: A stirred suspension of 2-(2-hydroxyethylamino)-N-pyridin-2-yl-acetamide (0.17 g, 0.87 mmol) under an inert atmosphere in THF (3 mL) was cooled to 0–5° C. Tributyl phosphine (0.32 mL, 1.15 mmol) was added followed by a solution of di-tert-butylazodicarboxylate (0.29 g, 1.23 mmol) in THF (3 mL) dropwise over 15 min. After a further 15 min. the mixture was warmed to 40° C. and a hydrogen chloride solution in diethylether (1M, 1.8 mL) added to produce a precipitate. The mixture was cooled to 0–5° C...